describe an organic reaction: reactants, conditions, products, and yield From a dataset of the Open Reaction Database (ORD), a public repository of structured organic reaction records. Reactants: CN(C)C=O, CCOC(C)=O, Cc1cc(I)ccc1N1COC(=O)c2cc(C(=O)O)c(F)c(F)c21, O=C(Oc1c(F)c(F)c(F)c(F)c1F)C(F)(F)F, c1ccncc1. Product: Cc1cc(I)ccc1N1COC(=O)c2cc(C(=O)Oc3c(F)c(F)c(F)c(F)c3F)c(F)c(F)c21. As a reaction SMILES: [CH3:49][N:50]([CH3:51])[CH:52]=[O:53].[CH3:54][CH2:55][O:56][C:57](=[O:58])[CH3:59].[F:1][c:2]1[c:3]([C:22](=[O:23])[OH:24])[cH:4][c:5]2[c:6]([c:20]1[F:21])[N:7]([c:12]1[c:13]([CH3:19])[cH:14][c:15]([I:18])[cH:16][cH:17]1)[CH2:8][O:9][C:10]2=[O:11].[F:25][c:26]1[c:27]([F:42])[c:28]([F:41])[c:29]([F:40])[c:30]([F:39])[c:31]1[O:32][C:33](=[O:34])[C:35]([F:36])([F:37])[F:38].[cH:43]1[cH:44][cH:45][n:46][cH:47][cH:48]1>>[F:1][c:2]1[c:3]([C:22]([O:23][c:31]2[c:26]([F:25])[c:27]([F:42])[c:28]([F:41])[c:29]([F:40])[c:30]2[F:39])=[O:24])[cH:4][c:5]2[c:6]([c:20]1[F:21])[N:7]([c:12]1[c:13]([CH3:19])[cH:14][c:15]([I:18])[cH:16][cH:17]1)[CH2:8][O:9][C:10]2=[O:11]. Starting materials: CCOC(=O)C1CC(c2ccc(OC(F)(F)F)cc2)CN(C(=O)C2CCCC2)C1, [Li+], C1COCCO1, [OH-], O. Yields the product O=C(O)C1CC(c2ccc(OC(F)(F)F)cc2)CN(C(=O)C2CCCC2)C1. Reaction SMILES: [CH:9]1([C:14](=[O:15])[N:16]2[CH2:17][CH:18]([C:33](=[O:34])[O:35][CH2:36][CH3:37])[CH2:19][CH:20]([c:22]3[cH:23][cH:24][c:25]([O:28][C:29]([F:30])([F:31])[F:32])[cH:26][cH:27]3)[CH2:21]2)[CH2:10][CH2:11][CH2:12][CH2:13]1.[Li+:7].[O:1]1[CH2:2][CH2:3][O:4][CH2:5][CH2:6]1.[OH-:8].[OH2:38]>>[CH:9]1([C:14](=[O:15])[N:16]2[CH2:17][CH:18]([C:33](=[O:34])[OH:35])[CH2:19][CH:20]([c:22]3[cH:23][cH:24][c:25]([O:28][C:29]([F:30])([F:31])[F:32])[cH:26][cH:27]3)[CH2:21]2)[CH2:10][CH2:11][CH2:12][CH2:13]1. Reactants: CC(C)=O, CC(C)c1cc(C(F)(F)F)ccc1C1=NC(C)(C)CO1, CI. The product is CC(C)c1cc(C(F)(F)F)ccc1C1=[N+](C)C(C)(C)CO1, [I-]. RXN SMILES: [CH3:23][C:24](=[O:25])[CH3:26].[CH:1]([CH3:2])([CH3:3])[c:4]1[c:5]([C:14]2=[N:18][C:17]([CH3:19])([CH3:20])[CH2:16][O:15]2)[cH:6][cH:7][c:8]([C:10]([F:11])([F:12])[F:13])[cH:9]1.[I:21][CH3:22]>>[CH:1]([CH3:2])([CH3:3])[c:4]1[c:5]([C:14]2=[N+:18]([CH3:22])[C:17]([CH3:19])([CH3:20])[CH2:16][O:15]2)[cH:6][cH:7][c:8]([C:10]([F:11])([F:12])[F:13])[cH:9]1.[I-:21]. Reactants: CC(=O)O, CC(=O)O[BH-](OC(C)=O)OC(C)=O, COc1cc(N2CCC(=O)CC2)ccc1[N+](=O)[O-], CC(C)(C)OC(=O)N1CC2CC1CN2, ClCCl, [Na+], [Na+], O=C([O-])O. The product is COc1cc(N2CCC(N3CC4CC3CN4C(=O)OC(C)(C)C)CC2)ccc1[N+](=O)[O-]. Reaction SMILES: [C:33]([OH:34])(=[O:35])[CH3:36].[C:37]([O:38][BH-:39]([O:40][C:41](=[O:42])[CH3:43])[O:44][C:45](=[O:46])[CH3:47])(=[O:48])[CH3:49].[CH3:1][O:2][c:3]1[cH:4][c:5]([N:12]2[CH2:13][CH2:14][C:15](=[O:18])[CH2:16][CH2:17]2)[cH:6][cH:7][c:8]1[N+:9](=[O:10])[O-:11].[CH:19]12[N:20]([C:26](=[O:27])[O:28][C:29]([CH3:30])([CH3:31])[CH3:32])[CH2:21][CH:22]([NH:23][CH2:24]1)[CH2:25]2.[Cl:56][CH2:57][Cl:58].[Na+:50].[Na+:55].[O-:51][C:52]([OH:53])=[O:54]>>[CH3:1][O:2][c:3]1[cH:4][c:5]([N:12]2[CH2:13][CH2:14][CH:15]([N:23]3[CH:22]4[CH2:21][N:20]([C:26](=[O:27])[O:28][C:29]([CH3:30])([CH3:31])[CH3:32])[CH:19]([CH2:24]3)[CH2:25]4)[CH2:16][CH2:17]2)[cH:6][cH:7][c:8]1[N+:9](=[O:10])[O-:11]. The reactants are product A1, O1C(=CC=C1)C(=O)N1CCNCC1 (1-(furan-2-yl-methanoyl)piperazine), Cl.C(C)OC=1C=C(C=CC1OCC)C1=NN(C([C@@H]2CC=CC[C@H]12)=O)C1=CC=C(C=C1)C(=O)N1CCN(CC1)C1=CC=CC=C1 ((4aS,8aR)-4-(3,4-Diethoxyphenyl)-2-{4-[1-(4-phenyl-piperazin-1-yl)-methanoyl]-phenyl}-4a,5,8,8a-tetrahydro-2H-phthalazin-1-one hydrochloride). Solvent: C(C)OCC (diethyl ether). Product: C(C)OC=1C=C(C=CC1OCC)C1=NN(C([C@@H]2CC=CC[C@H]12)=O)C1=CC=C(C=C1)C(=O)N1CCN(CC1)C(=O)C=1OC=CC1 ((4aS,8aR)-4-(3,4-Diethoxyphenyl)-2-(4-{1-[4-(1-furan-2-yl-methanoyl)-piperazin-1-yl]-methanoyl}-phenyl)-4a,5,8,8a-tetrahydro-2H-phthalazin-1-one). Reaction SMILES: [O:1]1[CH:5]=[CH:4][CH:3]=[C:2]1[C:6]([N:8]1[CH2:13][CH2:12][NH:11][CH2:10][CH2:9]1)=[O:7].Cl.[CH2:15]([O:17][C:18]1[CH:19]=[C:20]([C:27]2[C@@H:36]3[C@@H:31]([CH2:32][CH:33]=[CH:34][CH2:35]3)[C:30](=[O:37])[N:29]([C:38]3[CH:43]=[CH:42][C:41]([C:44](N4CCN(C5C=CC=CC=5)CC4)=[O:45])=[CH:40][CH:39]=3)[N:28]=2)[CH:21]=[CH:22][C:23]=1[O:24][CH2:25][CH3:26])[CH3:16]>C(OCC)C>[CH2:15]([O:17][C:18]1[CH:19]=[C:20]([C:27]2[C@@H:36]3[C@@H:31]([CH2:32][CH:33]=[CH:34][CH2:35]3)[C:30](=[O:37])[N:29]([C:38]3[CH:39]=[CH:40][C:41]([C:44]([N:11]4[CH2:10][CH2:9][N:8]([C:6]([C:2]5[O:1][CH:5]=[CH:4][CH:3]=5)=[O:7])[CH2:13][CH2:12]4)=[O:45])=[CH:42][CH:43]=3)[N:28]=2)[CH:21]=[CH:22][C:23]=1[O:24][CH2:25][CH3:26])[CH3:16] |f:1.2|. Procedure: Prepared from intermediate product A1 and 1-(furan-2-yl-methanoyl)piperazine as described for compound 1. Cystallised from diethyl ether as the free base. M.p. 114–115° C. The reactants are CCCCCC1C(=O)Oc2c(Oc3ccccc3C)cccc21, CO, [K+], [OH-]. Yields the product CCCCCC(C(=O)O)c1cccc(Oc2ccccc2C)c1O. RXN SMILES: [CH2:1]([CH2:2][CH2:3][CH2:4][CH3:5])[CH:6]1[C:7](=[O:23])[O:8][c:9]2[c:10]1[cH:11][cH:12][cH:13][c:14]2[O:15][c:16]1[c:17]([CH3:22])[cH:18][cH:19][cH:20][cH:21]1.[CH3:26][OH:27].[K+:25].[OH-:24]>>[CH2:1]([CH2:2][CH2:3][CH2:4][CH3:5])[CH:6]([C:7]([OH:23])=[O:24])[c:10]1[c:9]([OH:8])[c:14]([O:15][c:16]2[c:17]([CH3:22])[cH:18][cH:19][cH:20][cH:21]2)[cH:13][cH:12][cH:11]1. The reactants are COC(C(C1=CC=C(C=C1)OCCCOC1=CC=CC=C1)=O)=O (alpha-oxo-4-[[(3-phenoxy)propyl]oxy]benzeneacetic acid methyl ester). Solvent: CO (methanol), [OH-].[Na+] (sodium hydroxide). The product is O=C(C(=O)O)C1=CC=C(C=C1)OCCCOC1=CC=CC=C1 (alpha-oxo-4-[[(3-phenoxy)propyl]oxy]benzeneacetic acid). Isolated yield 56.5%. As a reaction SMILES: C[O:2][C:3](=[O:23])[C:4](=[O:22])[C:5]1[CH:10]=[CH:9][C:8]([O:11][CH2:12][CH2:13][CH2:14][O:15][C:16]2[CH:21]=[CH:20][CH:19]=[CH:18][CH:17]=2)=[CH:7][CH:6]=1>CO.[OH-].[Na+]>[O:22]=[C:4]([C:5]1[CH:10]=[CH:9][C:8]([O:11][CH2:12][CH2:13][CH2:14][O:15][C:16]2[CH:17]=[CH:18][CH:19]=[CH:20][CH:21]=2)=[CH:7][CH:6]=1)[C:3]([OH:23])=[O:2] |f:2.3|. Procedure details: A mixture of alpha-oxo-4-[[(3-phenoxy)propyl]oxy]benzeneacetic acid methyl ester (0.63 g) in methanol and 0.5N sodium hydroxide (8 mL) was treated as in Example 19. Extraction with dichloromethane provided material which was crystallized from diethyl ether-hexane to give 0.34 g of colorless alpha-oxo-4-[[(3-phenoxy)propyl]oxy]benzeneacetic acid, mp 50°-52° C. Run at temperature 120 celsius, time 3 hour. RXN SMILES: F[C:2]1[CH:7]=[CH:6][C:5]([N+:8]([O-:10])=[O:9])=[CH:4][CH:3]=1.[CH3:11][NH:12][CH2:13][CH2:14][N:15]([CH3:20])[CH2:16][CH2:17][NH:18][CH3:19]>CS(C)=O>[CH3:11][N:12]([C:2]1[CH:7]=[CH:6][C:5]([N+:8]([O-:10])=[O:9])=[CH:4][CH:3]=1)[CH2:13][CH2:14][N:15]([CH3:20])[CH2:16][CH2:17][NH:18][CH3:19]. Reported procedure: In 7 ml of dimethyl sulfoxide were dissolved 1.41 g of p-fluoronitrobenzene and 14 g of N,N',N"-trimethyldiethylenetriamine, and the mixture was then stirred at 120° C. for 3 hours. Reactants: FC1=CC=C(C=C1)[N+](=O)[O-] (p-fluoronitrobenzene), CNCCN(CCNC)C (N,N',N"-trimethyldiethylenetriamine). Product: CN(CCN(CCNC)C)C1=CC=C(C=C1)[N+](=O)[O-] (N,N', N"-trimethyl-N-(4-nitrophenyl)diethylenetriamine). Run in CS(=O)C (dimethyl sulfoxide). Starting materials: N=C(c1ccccc1)c1ccccc1, CC(C)(C)[O-], Cc1ccccc1, CN1CCC(Oc2cccc(Cl)n2)CC1, [Na+], O=C(C=Cc1ccccc1)C=Cc1ccccc1, O=C(C=Cc1ccccc1)C=Cc1ccccc1, O=C(C=Cc1ccccc1)C=Cc1ccccc1, [Pd], [Pd]. The product is CN1CCC(Oc2cccc(N)n2)CC1. As a reaction SMILES: [C:22]([c:23]1[cH:24][cH:25][cH:26][cH:27][cH:28]1)([c:29]1[cH:30][cH:31][cH:32][cH:33][cH:34]1)=[NH:35].[CH3:16][C:17]([CH3:18])([O-:19])[CH3:20].[CH3:36][c:37]1[cH:38][cH:39][cH:40][cH:41][cH:42]1.[Cl:1][c:2]1[n:3][c:4]([O:8][CH:9]2[CH2:10][CH2:11][N:12]([CH3:15])[CH2:13][CH2:14]2)[cH:5][cH:6][cH:7]1.[Na+:21].[O:45]=[C:46]([CH:47]=[CH:48][c:49]1[cH:50][cH:51][cH:52][cH:53][cH:54]1)[CH:55]=[CH:56][c:57]1[cH:58][cH:59][cH:60][cH:61][cH:62]1.[O:63]=[C:64]([CH:65]=[CH:66][c:67]1[cH:68][cH:69][cH:70][cH:71][cH:72]1)[CH:73]=[CH:74][c:75]1[cH:76][cH:77][cH:78][cH:79][cH:80]1.[O:81]=[C:82]([CH:83]=[CH:84][c:85]1[cH:86][cH:87][cH:88][cH:89][cH:90]1)[CH:91]=[CH:92][c:93]1[cH:94][cH:95][cH:96][cH:97][cH:98]1.[Pd:43].[Pd:44]>>[c:2]1([NH2:35])[n:3][c:4]([O:8][CH:9]2[CH2:10][CH2:11][N:12]([CH3:15])[CH2:13][CH2:14]2)[cH:5][cH:6][cH:7]1.